From a dataset of the Open Reaction Database (ORD), a public repository of structured organic reaction records. describe an organic reaction: reactants, conditions, products, and yield Starting materials: C(C)(C)ON=C(C1=CC(=CC=C1)OCC1=CC=CC=C1)N1N=CN=C1 (1-(O-isopropyl-3-benzyloxybenzohydroximoyl)-1H-1,2,4-triazole). The reagents and catalysts are [C].[Pd] (palladium carbon). Run in C(C)(=O)OCC (ethyl acetate). Run at time 8 hour. Product: C(C)(C)ON=C(C1=CC(=CC=C1)O)N1N=CN=C1 (1-(O-isopropyl-3-hydroxybenzohydroximoyl)-1H-1,2,4-triazole). Yield: 87.4%. As a reaction SMILES: [CH:1]([O:4][N:5]=[C:6]([N:21]1[CH:25]=[N:24][CH:23]=[N:22]1)[C:7]1[CH:12]=[CH:11][CH:10]=[C:9]([O:13]CC2C=CC=CC=2)[CH:8]=1)([CH3:3])[CH3:2]>[C].[Pd].C(OCC)(=O)C>[CH:1]([O:4][N:5]=[C:6]([N:21]1[CH:25]=[N:24][CH:23]=[N:22]1)[C:7]1[CH:12]=[CH:11][CH:10]=[C:9]([OH:13])[CH:8]=1)([CH3:3])[CH3:2] |f:1.2|. Procedure: To 150 ml of ethyl acetate were added 5.0 g of 1-(O-isopropyl-3-benzyloxybenzohydroximoyl)-1H-1,2,4-triazole (melting point: 62° C. to 67° C.) and 1 g of 10% palladium carbon at room temperature. In connection with the mixture, the hydrogenolysis reaction was carried out. After 8 hours, the palladium carbon was removed. The filtrate was then concentrated. The residue was purified by column chromatography, thus yielding 3.2 g (yield: 89%) of the desired product having a melting point of 160° C. t... The reactants are BrCC=CCBr, O=C([O-])[O-], CN1CCCC1=O, [K+], [K+], O=[N+]([O-])c1ccc(O)c([N+](=O)[O-])c1. The product is O=[N+]([O-])c1ccc(OCC=CCBr)c([N+](=O)[O-])c1. As a reaction SMILES: [Br:20][CH2:21][CH:22]=[CH:23][CH2:24][Br:25].[C:14](=[O:15])([O-:16])[O-:17].[CH3:26][N:27]1[CH2:28][CH2:29][CH2:30][C:31]1=[O:32].[K+:18].[K+:19].[OH:1][c:2]1[cH:3][cH:4][c:5]([N+:11]([O-:12])=[O:13])[cH:6][c:7]1[N+:8]([O-:9])=[O:10]>>[O:1]([c:2]1[cH:3][cH:4][c:5]([N+:11]([O-:12])=[O:13])[cH:6][c:7]1[N+:8]([O-:9])=[O:10])[CH2:24][CH:23]=[CH:22][CH2:21][Br:20].